From a dataset of the Open Reaction Database (ORD), a public repository of structured organic reaction records. describe an organic reaction: reactants, conditions, products, and yield The product is crude product, ClC1=CC=C(C=C1)C1(OC1)[C@@H](C)OC1OCCCC1 (2-(4-chlorophenyl)-2-[(1R)-1-(3,4,5,6-tetrahydro-2H-pyran-2-yloxy)ethyl]oxirane). Isolated yield 102.6%. Starting materials: [I-].C[S+](=O)(C)C (Trimethylsulfoxonium iodide), ice, ClC1=CC=C(C=C1)C([C@@H](C)OC1OCCCC1)=O ((2R)-4'-chloro-2-(3,4,5,6-tetrahydro-2H-pyran-2-yloxy)propiophenone), [H-].[Na+] (sodium hydride), O (water). Procedure: Trimethylsulfoxonium iodide (67.8 g) was added portionwise to an ice-cooled dispersion of 60% sodium hydride in oil (11.8 g) in dimethyl sulfoxide (450 ml) under nitrogen atmosphere. After stirring for 45 minutes at room temperature, the mixture was again cooled in an ice-water bath. To the mixture was added dropwise a solution of (2R)-4'-chloro-2-(3,4,5,6-tetrahydro-2H-pyran-2-yloxy)propiophenone (69 g) in dimethylsulfoxide (100 ml) over the period of 45 minutes, followed by stirring for 2 hour... Reaction SMILES: [I-].[CH3:2][S+](C)(C)=O.[H-].[Na+].[Cl:9][C:10]1[CH:15]=[CH:14][C:13]([C:16](=[O:26])[C@H:17]([O:19][CH:20]2[CH2:25][CH2:24][CH2:23][CH2:22][O:21]2)[CH3:18])=[CH:12][CH:11]=1.O>CS(C)=O>[Cl:9][C:10]1[CH:11]=[CH:12][C:13]([C:16]2([C@H:17]([O:19][CH:20]3[CH2:25][CH2:24][CH2:23][CH2:22][O:21]3)[CH3:18])[CH2:2][O:26]2)=[CH:14][CH:15]=1 |f:0.1,2.3|. The solvent is CS(=O)C (dimethylsulfoxide), oil, CS(=O)C (dimethyl sulfoxide). Run at time 45 minute. Reactants: C(C)OP(OCC)(=O)Cl (diethylphosphorochloridate), [N-]=[N+]=[N-].[Na+] (sodium azide). The solvent is C(C)#N (acetonitrile). Product: P(=O)(OCC)(OCC)N=[N+]=[N-] ((C2H5O)2P(O)N3). As a reaction SMILES: [CH2:1]([O:3][P:4](Cl)(=[O:8])[O:5][CH2:6][CH3:7])[CH3:2].[N-:10]=[N+:11]=[N-:12].[Na+]>C(#N)C>[P:4]([N:10]=[N+:11]=[N-:12])([O:5][CH2:6][CH3:7])([O:3][CH2:1][CH3:2])=[O:8] |f:1.2|. Procedure details: Following the procedure of Shioiri, Nimomiya, and Yamada, J. Amer. Chem. Soc., 94, 6203 (1972), 5.13 g (0.03 mole) of diethylphosphorochloridate and 1.95 g (0.03 mole) of sodium azide were added to 50 ml dry acetonitrile purified by distillation from calcium hydride under a nitrogen atmosphere. The slurry was stirred at reflux for 1 hour, cooled and filtered by gravity to remove the solid precipitate. The acetonitrile solvent was distilled under vacuum. The sample was isolated by vacuum distilla... Starting materials: BrC1=CC=C(C(=O)OC(C)(C)C)C=C1 (tert-butyl 4-bromobenzoate), CC1(OB(OC1(C)C)\C=C\C1=CC=CC=C1)C ((E)-4,4,5,5-tetramethyl-2-styryl-1,3,2-dioxaborolane), C([O-])([O-])=O.[Na+].[Na+] (sodium carbonate). The reagents and catalysts are C=1C=CC(=CC1)[P](C=2C=CC=CC2)(C=3C=CC=CC3)[Pd]([P](C=4C=CC=CC4)(C=5C=CC=CC5)C=6C=CC=CC6)([P](C=7C=CC=CC7)(C=8C=CC=CC8)C=9C=CC=CC9)[P](C=1C=CC=CC1)(C=1C=CC=CC1)C=1C=CC=CC1 (tetrakis(triphenylphosphine)palladium). Run in O1CCOCC1 (1,4-dioxane), O (water). Reaction conditions: temperature 90 celsius, time 18 hour. Product: C1(=CC=CC=C1)C(=C)C1=CC=C(C(=O)OC(C)(C)C)C=C1 (tert-butyl 4-(1-phenylvinyl)benzoate). Isolated yield 87.7%. As a reaction SMILES: Br[C:2]1[CH:14]=[CH:13][C:5]([C:6]([O:8][C:9]([CH3:12])([CH3:11])[CH3:10])=[O:7])=[CH:4][CH:3]=1.CC1(C)C(C)(C)OB(/[CH:23]=[CH:24]/[C:25]2[CH:30]=[CH:29][CH:28]=[CH:27][CH:26]=2)O1.C(=O)([O-])[O-].[Na+].[Na+]>O1CCOCC1.O.C1C=CC([P]([Pd]([P](C2C=CC=CC=2)(C2C=CC=CC=2)C2C=CC=CC=2)([P](C2C=CC=CC=2)(C2C=CC=CC=2)C2C=CC=CC=2)[P](C2C=CC=CC=2)(C2C=CC=CC=2)C2C=CC=CC=2)(C2C=CC=CC=2)C2C=CC=CC=2)=CC=1>[C:25]1([C:24]([C:2]2[CH:14]=[CH:13][C:5]([C:6]([O:8][C:9]([CH3:12])([CH3:11])[CH3:10])=[O:7])=[CH:4][CH:3]=2)=[CH2:23])[CH:30]=[CH:29][CH:28]=[CH:27][CH:26]=1 |f:2.3.4,^1:48,50,69,88|. Procedure details: To a solution of tert-butyl 4-bromobenzoate (616 mg, 2.4 mmol) in 1,4-dioxane and water (4:1, 10 mL) were added (E)-4,4,5,5-tetramethyl-2-styryl-1,3,2-dioxaborolane (553 mg, 2.4 mmol), tetrakis(triphenylphosphine)palladium (58.9 mg, 0.05 mmol) and sodium carbonate (164 mg, 1.55 mmol). The mixture was stirred at 90° C. under nitrogen atmosphere for 18 hours. Once the start material was consumed, the resultant mixture was concentrated to give a residue and the residue was purified by column chroma... Reactants: Cc1cc(Br)cc(Cl)c1NC(=O)CC(C)(C)C, CC(C)(C)[O-], Cc1ccccc1, CN(C)c1ccccc1-c1ccccc1P(C1CCCCC1)C1CCCCC1, Cl, Fc1ccc2c(c1)CCNC2, [K+]. The product is Cc1cc(N2CCc3cc(F)ccc3C2)cc(Cl)c1NC(=O)CC(C)(C)C. Reaction SMILES: [Br:47][c:48]1[cH:49][c:50]([Cl:63])[c:51]([NH:55][C:56]([CH2:57][C:58]([CH3:59])([CH3:60])[CH3:61])=[O:62])[c:52]([CH3:54])[cH:53]1.[CH3:29][C:30]([CH3:31])([O-:32])[CH3:33].[CH3:64][c:65]1[cH:66][cH:67][cH:68][cH:69][cH:70]1.[CH:1]1([P:2]([CH:3]2[CH2:4][CH2:5][CH2:6][CH2:7][CH2:8]2)[c:9]2[cH:10][cH:11][cH:12][cH:13][c:14]2-[c:15]2[cH:16][cH:17][cH:18][cH:19][c:20]2[N:21]([CH3:22])[CH3:23])[CH2:24][CH2:25][CH2:26][CH2:27][CH2:28]1.[ClH:35].[F:36][c:37]1[cH:38][c:39]2[c:44]([cH:45][cH:46]1)[CH2:43][NH:42][CH2:41][CH2:40]2.[K+:34]>>[F:36][c:37]1[cH:38][c:39]2[c:44]([cH:45][cH:46]1)[CH2:43][N:42]([c:48]1[cH:49][c:50]([Cl:63])[c:51]([NH:55][C:56]([CH2:57][C:58]([CH3:59])([CH3:60])[CH3:61])=[O:62])[c:52]([CH3:54])[cH:53]1)[CH2:41][CH2:40]2. Starting materials: C1CCOC1, COC(=O)CCC(C(N)=O)N1Cc2c(O)cccc2C1=O, CC(C)OC(=O)N=NC(=O)OC(C)C, OCC1COc2ccccc2C1, c1ccc(P(c2ccccc2)c2ccccc2)cc1. Product: COC(=O)CCC(C(N)=O)N1Cc2c(OCC3COc4ccccc4C3)cccc2C1=O. Reaction SMILES: [CH2:67]1[O:68][CH2:69][CH2:70][CH2:71]1.[CH3:20][O:21][C:22]([CH2:23][CH2:24][CH:25]([N:26]1[C:27](=[O:36])[c:28]2[cH:29][cH:30][cH:31][c:32]([OH:35])[c:33]2[CH2:34]1)[C:37]([NH2:38])=[O:39])=[O:40].[O:41]=[C:42]([O:43][CH:44]([CH3:45])[CH3:46])[N:47]=[N:48][C:49]([O:50][CH:51]([CH3:52])[CH3:53])=[O:54].[O:55]1[CH2:56][CH:57]([CH2:65][OH:66])[CH2:58][c:59]2[cH:60][cH:61][cH:62][cH:63][c:64]21.[c:1]1([P:2]([c:3]2[cH:4][cH:5][cH:6][cH:7][cH:8]2)[c:9]2[cH:10][cH:11][cH:12][cH:13][cH:14]2)[cH:15][cH:16][cH:17][cH:18][cH:19]1>>[CH3:20][O:21][C:22]([CH2:23][CH2:24][CH:25]([N:26]1[C:27](=[O:36])[c:28]2[cH:29][cH:30][cH:31][c:32]([O:35][CH2:65][CH:57]3[CH2:56][O:55][c:64]4[c:59]([cH:60][cH:61][cH:62][cH:63]4)[CH2:58]3)[c:33]2[CH2:34]1)[C:37]([NH2:38])=[O:39])=[O:40]. Reactants: CN1C(=O)N(CCCCBr)C(=O)C1(C)C, O=C([O-])[O-], CCC(C)=O, [K+], [K+], O, CCCc1c(O)ccc2c(C(F)(F)F)cc(=O)oc12. Yields the product CCCc1c(OCCCCN2C(=O)N(C)C(C)(C)C2=O)ccc2c(C(F)(F)F)cc(=O)oc12. Reaction SMILES: [Br:25][CH2:26][CH2:27][CH2:28][CH2:29][N:30]1[C:31](=[O:39])[N:32]([CH3:38])[C:33]([CH3:36])([CH3:37])[C:34]1=[O:35].[C:40](=[O:41])([O-:42])[O-:43].[CH3:1][C:2](=[O:3])[CH2:4][CH3:5].[K+:44].[K+:45].[OH2:46].[OH:6][c:7]1[cH:8][cH:9][c:10]2[c:11]([C:21]([F:22])([F:23])[F:24])[cH:12][c:13](=[O:20])[o:14][c:15]2[c:16]1[CH2:17][CH2:18][CH3:19]>>[O:6]([c:7]1[cH:8][cH:9][c:10]2[c:11]([C:21]([F:22])([F:23])[F:24])[cH:12][c:13](=[O:20])[o:14][c:15]2[c:16]1[CH2:17][CH2:18][CH3:19])[CH2:26][CH2:27][CH2:28][CH2:29][N:30]1[C:31](=[O:39])[N:32]([CH3:38])[C:33]([CH3:36])([CH3:37])[C:34]1=[O:35].